Dataset: the Open Reaction Database (ORD), a public repository of structured organic reaction records. Task: describe an organic reaction: reactants, conditions, products, and yield Reactants: N=1C(=CN2C1C=CC=C2)C2CCN(CC2)C[C@H]2CN(C[C@@H]2C2=CC(=CC=C2)F)[C@](C(=O)OCC2=CC=C(C=C2)OC)(C)C2CCC2 (α-(R)-(3-(S)-((4-(Imidazo[1,2-a]pyridin-2-yl) -piperidine-1-yl)methyl)-4-(S)-(3-fluorophenyl)pyrrolidin-1-yl)-cyclobutylpropanoic acid, 4-methoxy-benzyl ester), C(=O)(C(F)(F)F)O (TFA), C1(=CC=CC=C1)OC (anisole). Product: N=1C(=CN2C1C=CC=C2)C2CCN(CC2)C[C@H]2CN(C[C@@H]2C2=CC(=CC=C2)F)[C@](C(=O)O)(C)C2CCC2 (α-(R)-(3-(S)-((4-(Imidazo[1,2-a]pyridin-2-yl)-piperidine-1-yl)methyl)-4-(S)-(3-fluorophenyl)pyrrolidin-1-yl)-cyclobutylpropanoic acid). The yield is 104.3%. Reaction SMILES: [N:1]1[C:2]([CH:10]2[CH2:15][CH2:14][N:13]([CH2:16][C@@H:17]3[C@@H:21]([C:22]4[CH:27]=[CH:26][CH:25]=[C:24]([F:28])[CH:23]=4)[CH2:20][N:19]([C@@:29]([CH:43]4[CH2:46][CH2:45][CH2:44]4)([CH3:42])[C:30]([O:32]CC4C=CC(OC)=CC=4)=[O:31])[CH2:18]3)[CH2:12][CH2:11]2)=[CH:3][N:4]2[CH:9]=[CH:8][CH:7]=[CH:6][C:5]=12.C(O)(C(F)(F)F)=O.C1(OC)C=CC=CC=1>>[N:1]1[C:2]([CH:10]2[CH2:15][CH2:14][N:13]([CH2:16][C@@H:17]3[C@@H:21]([C:22]4[CH:27]=[CH:26][CH:25]=[C:24]([F:28])[CH:23]=4)[CH2:20][N:19]([C@@:29]([CH:43]4[CH2:44][CH2:45][CH2:46]4)([CH3:42])[C:30]([OH:32])=[O:31])[CH2:18]3)[CH2:12][CH2:11]2)=[CH:3][N:4]2[CH:9]=[CH:8][CH:7]=[CH:6][C:5]=12. Reported procedure: The title compound was prepared from 19 mg of α-(R)-(3-(S)-((4-(imidazo[1,2-a]pyridin-2-yl)-piperidine-1-yl)methyl)-4-(S)-(3-fluorophenyl)pyrrolidin-1-yl)-cyclobutylpropanoic acid, 4-methoxy-benzyl ester (from Step C), 2 mL of TFA and 0.2 mL of anisole, using a procedure analogous to that described in Example 235, Step D to provide 16 mg of the title compound as a foamy solid. 1H NMR (500 MHz, CD3OD): δ1.45-1.64 (m, 6H), 1.83-2.04 (m, 6H), 2.30(t, J=14.2 Hz, 3H), 2.68-3.85(m, 12H), 6.93 (t, J=6.... Reactants: CCOC(=O)c1cn2ncc(C#N)c(Cl)c2c1C, COC(=O)c1cn2ncc(C#N)c(Nc3ccc(Oc4ccccc4OC(C)(C)C(=O)OC(C)(C)C)cc3)c2c1C, CC#N, O=C(O)C(F)(F)F, O=C(O)C(F)(F)F, Nc1ccc(Oc2ccccc2)c(COC2CCCCO2)c1, O. The product is CCOC(=O)c1cn2ncc(C#N)c(Nc3ccc(Oc4ccccc4)c(COC4CCCCO4)c3)c2c1C. Reaction SMILES: [CH2:1]([CH3:2])[O:3][C:4](=[O:5])[c:6]1[c:7]([CH3:18])[c:8]2[n:9]([n:10][cH:11][c:12]([C:15]#[N:16])[c:13]2[Cl:14])[cH:17]1.[CH3:41][O:42][C:43]([c:44]1[c:45]([CH3:46])[c:47]2[c:48]([NH:49][c:50]3[cH:51][cH:52][c:53]([O:54][c:55]4[cH:56][cH:57][cH:58][cH:59][c:60]4[O:61][C:62]([C:63]([O:64][C:65]([CH3:66])([CH3:67])[CH3:68])=[O:69])([CH3:70])[CH3:71])[cH:72][cH:73]3)[c:74]([C:75]#[N:76])[cH:77][n:78][n:79]2[cH:80]1)=[O:81].[CH3:97][C:98]#[N:99].[F:82][C:83]([F:84])([F:85])[C:86]([OH:87])=[O:88].[F:90][C:91]([F:92])([F:93])[C:94]([OH:95])=[O:96].[O:19]([c:20]1[cH:21][cH:22][cH:23][cH:24][cH:25]1)[c:26]1[c:27]([CH2:33][O:34][CH:35]2[O:36][CH2:37][CH2:38][CH2:39][CH2:40]2)[cH:28][c:29]([NH2:32])[cH:30][cH:31]1.[OH2:89]>>[CH2:1]([CH3:2])[O:3][C:4](=[O:5])[c:6]1[c:7]([CH3:18])[c:8]2[n:9]([n:10][cH:11][c:12]([C:15]#[N:16])[c:13]2[NH:32][c:29]2[cH:28][c:27]([CH2:33][O:34][CH:35]3[O:36][CH2:37][CH2:38][CH2:39][CH2:40]3)[c:26]([O:19][c:20]3[cH:21][cH:22][cH:23][cH:24][cH:25]3)[cH:31][cH:30]2)[cH:17]1. The reactants are C1CCOC1, C#C[Si](C)(C)C, CC(C)NC(C)C, I[Cu]I, OCCCCCC#CI. The product is C[Si](C)(C)C#CC#CCCCCCO. Reaction SMILES: [CH2:23]1[O:24][CH2:25][CH2:26][CH2:27]1.[CH3:10][Si:11]([CH3:12])([CH3:13])[C:14]#[CH:15].[CH:16]([NH:17][CH:18]([CH3:19])[CH3:20])([CH3:21])[CH3:22].[Cu:28]([I:29])[I:30].[I:1][C:2]#[C:3][CH2:4][CH2:5][CH2:6][CH2:7][CH2:8][OH:9]>>[C:2](#[C:3][CH2:4][CH2:5][CH2:6][CH2:7][CH2:8][OH:9])[C:15]#[C:14][Si:11]([CH3:10])([CH3:12])[CH3:13]. The reactants are CO, COC(=O)c1cc(S(C)(=O)=O)c(-n2cccc2)cc1C, N=C(N)N, O. The product is Cc1cc(-n2cccc2)c(S(C)(=O)=O)cc1C(=O)N=C(N)N. Reaction SMILES: [CH3:26][OH:27].[CH3:5][c:6]1[c:7]([C:8](=[O:9])[O:10][CH3:11])[cH:12][c:13]([S:21](=[O:22])(=[O:23])[CH3:24])[c:14](-[n:16]2[cH:17][cH:18][cH:19][cH:20]2)[cH:15]1.[NH2:1][C:2]([NH2:3])=[NH:4].[OH2:25]>>[N:1](=[C:2]([NH2:3])[NH2:4])[C:8]([c:7]1[c:6]([CH3:5])[cH:15][c:14](-[n:16]2[cH:17][cH:18][cH:19][cH:20]2)[c:13]([S:21](=[O:22])(=[O:23])[CH3:24])[cH:12]1)=[O:9]. Reactants: Cl.CON (O-methyl hydroxylamine hydrochloride), CS(=O)C (dimethyl sulfoxyde), C(C(=O)Cl)(=O)Cl (oxalyl chloride), OCC12CCN(CC1)CC2 (4-hydroxy methylquinuclidine). Solvent: CO (methanol), C(Cl)Cl (methylene chloride), C(C)N(CC)CC (triethylamine), C(Cl)Cl (methylene chloride). Run at temperature -60 celsius, time 2 hour. Yields the product Cl.CON=CC12CCN(CC1)CC2 (1-azabicyclo-[2,2,2]-octan-4-carboxaldehyde O-methyloxime hydrochloride). RXN SMILES: CS(C)=O.C(Cl)(=O)C([Cl:8])=O.O[CH2:12][C:13]12[CH2:20][CH2:19][N:16]([CH2:17][CH2:18]1)[CH2:15][CH2:14]2.Cl.[CH3:22][O:23][NH2:24]>C(Cl)Cl.CO.C(N(CC)CC)C>[ClH:8].[CH3:22][O:23][N:24]=[CH:12][C:13]12[CH2:20][CH2:19][N:16]([CH2:17][CH2:18]1)[CH2:15][CH2:14]2 |f:3.4,8.9|. Reported procedure: 1.6 cm3 of dimethyl sulfoxyde are added dropwise to a mixture, cooled to -50°/-60° C., of 1.09 cm3 of oxalyl chloride and 30 cm3 of methylene chloride, after agitating for 15 minutes, 1.6 g of 4-hydroxy methylquinuclidine (Helv. Chim. Acta 57 (8) 2332 (1974)) in 50 cm3 of methylene chloride are added and the medium is agitated for 2 hours at -50°/-60° C. Then, 7.89 cm3 of triethylamine are added dropwise. The mixture is allowed to warm at room temperature, a solution of 0.95 g of O-methyl hydrox... Reactants: CCOC(=O)N1CCC(=O)CC1, CCOP(=O)(CC#N)OCC, [H-], [Na+], C1CCOC1. Yields the product CCOC(=O)N1CCC(=CC#N)CC1. RXN SMILES: [CH2:14]([CH3:15])[O:16][C:17](=[O:18])[N:19]1[CH2:20][CH2:21][C:22](=[O:25])[CH2:23][CH2:24]1.[CH2:3]([O:4][P:5](=[O:6])([O:7][CH2:8][CH3:9])[CH2:11][C:12]#[N:13])[CH3:10].[H-:1].[Na+:2].[O:26]1[CH2:27][CH2:28][CH2:29][CH2:30]1>>[CH:11]([C:12]#[N:13])=[C:22]1[CH2:21][CH2:20][N:19]([C:17]([O:16][CH2:14][CH3:15])=[O:18])[CH2:24][CH2:23]1. Reactants: N1(C=NC2=C1C=CC=C2)C2=C1N=CNC1=NC(=N2)N2CCC(CC2)NC(OC(C)(C)C)=O (1,1-dimethylethyl [1-[6-(1H-benzimidazol-1-yl)-9H-purin-2-yl]-4-piperidinyl]carbamate), FC(C(=O)O)(F)F (trifluoroacetic acid), C1(=CC=CC=C1)OC (anisole). Solvent: C(Cl)Cl (methylene chloride). Conditions: time 5 hour. Yields the product FC(C(=O)O)(F)F.FC(C(=O)O)(F)F.N1(C=NC2=C1C=CC=C2)C2=C1N=CNC1=NC(=N2)N2CCC(CC2)N (1-[6-(1H-benzimidazol-1-yl)-9H-purin-2-yl]-4-piperidinamine bis(trifluoroacetate)). As a reaction SMILES: [N:1]1([C:10]2[N:18]=[C:17]([N:19]3[CH2:24][CH2:23][CH:22]([NH:25]C(=O)OC(C)(C)C)[CH2:21][CH2:20]3)[N:16]=[C:15]3[C:11]=2[N:12]=[CH:13][NH:14]3)[C:5]2[CH:6]=[CH:7][CH:8]=[CH:9][C:4]=2[N:3]=[CH:2]1.[F:33][C:34]([F:39])([F:38])[C:35]([OH:37])=[O:36].C1(OC)C=CC=CC=1>C(Cl)Cl>[F:33][C:34]([F:39])([F:38])[C:35]([OH:37])=[O:36].[F:33][C:34]([F:39])([F:38])[C:35]([OH:37])=[O:36].[N:1]1([C:10]2[N:18]=[C:17]([N:19]3[CH2:20][CH2:21][CH:22]([NH2:25])[CH2:23][CH2:24]3)[N:16]=[C:15]3[C:11]=2[N:12]=[CH:13][NH:14]3)[C:5]2[CH:6]=[CH:7][CH:8]=[CH:9][C:4]=2[N:3]=[CH:2]1 |f:4.5.6|. Procedure details: 100 mg of product obtained in Example 22 are mixed with 3 ml of methylene chloride and 1.5 ml of trifluoroacetic acid containing 10% of anisole. The mixture is stirred at ambient temperature for 5 hours. It is concentrated to dryness and co-evaporation with toluene and then with methylene chloride is carried out. Purification is carried out by chromatography on silica with a CH2Cl2-MeOH—NH4OH: 90-9-1 mixture for eluent. 128 mg of expected product are obtained. The reactants are CC(C)([O-])C.[Na+] (sodium tert-butoxide), ClC=1C=C(C=2N(N1)C(=CN2)C#N)NCC(F)(F)F (6-chloro-8-((2,2,2-trifluoroethyl)amino)imidazo[1,2-b]pyridazine-3-carbonitrile), NC=1C=C(C#N)C=CC1OC (3-amino-4-methoxybenzonitrile), C(C)(C)(C)P(C1(C(C1)(C1=CC=CC=C1)C1=CC=CC=C1)C)C(C)(C)C (di-tert-butyl(1-methyl-2,2-diphenylcyclopropyl)phosphine), Solvent A, Solvent B, C(=O)(C(F)(F)F)O (TFA). The reagents and catalysts are [CH2-]C=C.[CH2-]C=C.Cl[Pd+].Cl[Pd+] (Allylpalladium (II) chloride dimer). The solvent is C1(=CC=CC=C1)C (toluene), O (water). Run at temperature 100 celsius, time 20 minute. The product is C(#N)C=1C=CC(=C(C1)NC=1C=C(C=2N(N1)C(=CN2)C#N)NCC(F)(F)F)OC (6-((5-cyano-2-methoxyphenyl)amino)-8-((2,2,2-trifluoroethyl)amino)imidazo[1,2-b]pyridazine-3-carbonitrile). Yield: 5.4%. RXN SMILES: Cl[C:2]1[CH:3]=[C:4]([NH:13][CH2:14][C:15]([F:18])([F:17])[F:16])[C:5]2[N:6]([C:8]([C:11]#[N:12])=[CH:9][N:10]=2)[N:7]=1.[NH2:19][C:20]1[CH:21]=[C:22]([CH:25]=[CH:26][C:27]=1[O:28][CH3:29])[C:23]#[N:24].C(P(C(C)(C)C)C1(C)CC1(C1C=CC=CC=1)C1C=CC=CC=1)(C)(C)C.CC(C)([O-])C.[Na+].C(O)(C(F)(F)F)=O>C1(C)C=CC=CC=1.[CH2-]C=C.[CH2-]C=C.Cl[Pd+].Cl[Pd+].O>[C:23]([C:22]1[CH:25]=[CH:26][C:27]([O:28][CH3:29])=[C:20]([NH:19][C:2]2[CH:3]=[C:4]([NH:13][CH2:14][C:15]([F:18])([F:17])[F:16])[C:5]3[N:6]([C:8]([C:11]#[N:12])=[CH:9][N:10]=3)[N:7]=2)[CH:21]=1)#[N:24] |f:3.4,7.8.9.10|. Procedure details: A mixture of 9A (100 mg, 0.36 mmol), 3-amino-4-methoxybenzonitrile (108 mg, 0.73 mmol) and di-tert-butyl(1-methyl-2,2-diphenylcyclopropyl)phosphine (25.6 mg, 0.073 mmol) in toluene (1 mL) was purged with nitrogen. Allylpalladium (II) chloride dimer (13.3 mg, 0.036 mmol) and sodium tert-butoxide (41.8 mg, 0.435 mmol) were added, and the reaction mixture was purged with nitrogen and heated at 100° C. After 20 minutes, the reaction mixture was cooled to room temperature, diluted with DCM, and filte... Starting materials: BrC=1C=CC2=C(OCCC3=C2SC(=C3)C3=NNC(CN3)=O)C1 (3-(8-bromo-4,5-dihydrobenzo[b]thieno[2,3-d]oxepin-2-yl)-4,5-dihydro-1,2,4-triazin-6(1H)-one), CC1(OB(OC1(C)C)C=1C=NNC1)C (4-(4,4,5,5-tetramethyl-1,3,2-dioxaborolan-2-yl)-1H-pyrazole). Product: N1N=CC(=C1)C=1C=CC2=C(OCCC3=C2SC(=C3)C3=NNC(CN3)=O)C1 (3-(8-(1H-pyrazol-4-yl)-4,5-dihydrobenzo[b]thieno[2,3-d]oxepin-2-yl)-4,5-dihydro-1,2,4-triazin-6(1H)-one). RXN SMILES: Br[C:2]1[CH:3]=[CH:4][C:5]2[C:11]3[S:12][C:13]([C:15]4[NH:20][CH2:19][C:18](=[O:21])[NH:17][N:16]=4)=[CH:14][C:10]=3[CH2:9][CH2:8][O:7][C:6]=2[CH:22]=1.CC1(C)C(C)(C)OB([C:31]2[CH:32]=[N:33][NH:34][CH:35]=2)O1>>[NH:33]1[CH:32]=[C:31]([C:2]2[CH:3]=[CH:4][C:5]3[C:11]4[S:12][C:13]([C:15]5[NH:20][CH2:19][C:18](=[O:21])[NH:17][N:16]=5)=[CH:14][C:10]=4[CH2:9][CH2:8][O:7][C:6]=3[CH:22]=2)[CH:35]=[N:34]1. Procedure details: Following the procedure in Example 44 for 134, 3-(8-bromo-4,5-dihydrobenzo[b]thieno[2,3-d]oxepin-2-yl)-4,5-dihydro-1,2,4-triazin-6(1H)-one and 4-(4,4,5,5-tetramethyl-1,3,2-dioxaborolan-2-yl)-1H-pyrazole were reacted to give 212. MS: (ESI+) 366.2